Dataset: the Open Reaction Database (ORD), a public repository of structured organic reaction records. Task: describe an organic reaction: reactants, conditions, products, and yield Reaction conditions: temperature 80 celsius, time 8 hour. Reagents/catalysts: [C-]#N.[Zn+2].[C-]#N (zinc cyanide). Reported procedure: A mixture of the compound of step 2 (350 mg, 0.58 mmol), zinc cyanide (135 mg, 1.15 mmol) and tetrakis(triphenylphosphin)palladium(0) (133 mg, 0.12 mmol) in DMF (8 ml) was heated to 80° C. for 1 h. After cooling to room temperature, the mixture was partitioned between water and EA and the aqueous phase extracted with EA. The combined organic layers were dried over sodium sulfate, filtered and concentrated. The residue was purified by preparative HPLC and lyophilized overnight. 151 mg of the titl... Reaction SMILES: [C:1]([O:5][C:6]([N:8]1[CH2:13][CH2:12][N:11]([C:14]([C:16]2[C:24]3[C:19](=[CH:20][C:21](Br)=[CH:22][CH:23]=3)[N:18]([C:26]3[CH:31]=[CH:30][CH:29]=[CH:28][CH:27]=3)[C:17]=2[O:32][C:33]2[CH:38]=[C:37]([F:39])[CH:36]=[CH:35][C:34]=2[CH3:40])=[O:15])[CH2:10][CH2:9]1)=[O:7])([CH3:4])([CH3:3])[CH3:2].[CH3:41][N:42](C=O)C>[C-]#N.[Zn+2].[C-]#N>[C:1]([O:5][C:6]([N:8]1[CH2:13][CH2:12][N:11]([C:14]([C:16]2[C:24]3[C:19](=[CH:20][C:21]([C:41]#[N:42])=[CH:22][CH:23]=3)[N:18]([C:26]3[CH:31]=[CH:30][CH:29]=[CH:28][CH:27]=3)[C:17]=2[O:32][C:33]2[CH:38]=[C:37]([F:39])[CH:36]=[CH:35][C:34]=2[CH3:40])=[O:15])[CH2:10][CH2:9]1)=[O:7])([CH3:4])([CH3:3])[CH3:2] |f:2.3.4|. Starting materials: C(C)(C)(C)OC(=O)N1CCN(CC1)C(=O)C1=C(N(C2=CC(=CC=C12)Br)C1=CC=CC=C1)OC1=C(C=CC(=C1)F)C (4-[6-Bromo-2-(5-fluoro-2-methyl-phenoxy)-1-phenyl-1H-indole-3-carbonyl]-piperazine-1-carboxylic acid tert-butyl ester), tetrakis(triphenylphosphin)palladium(0), CN(C)C=O (DMF). The product is C(C)(C)(C)OC(=O)N1CCN(CC1)C(=O)C1=C(N(C2=CC(=CC=C12)C#N)C1=CC=CC=C1)OC1=C(C=CC(=C1)F)C (4-[6-Cyano-2-(5-fluoro-2-methyl-phenoxy)-1-phenyl-1H-indole-3-carbonyl]-piperazine-1-carboxylic acid tert-butyl ester). The reactants are NC(CC(C(=O)OCC)C)C1=C(C=CC=C1OC)OC (ethyl 4-amino-4-(2,6-dimethoxyphenyl)-2-methylbutanoate), C1=C(C=CC=2SC3=C(C21)C=CC=C3)C=O (dibenzo[b,d]thiophene-2-carbaldehyde). Yields the product C1=C(C=CC=2SC3=C(C21)C=CC=C3)CN3C(C(CC3C3=C(C=CC=C3OC)OC)C)=O (1-(dibenzo[b,d]thiophen-2-ylmethyl)-5-(2,6-dimethoxyphenyl)-3-methylpyrrolidin-2-one). Reaction SMILES: [NH2:1][CH:2]([C:11]1[C:16]([O:17][CH3:18])=[CH:15][CH:14]=[CH:13][C:12]=1[O:19][CH3:20])[CH2:3][CH:4]([CH3:10])[C:5]([O:7]CC)=O.[CH:21]1[C:29]2[C:28]3[CH:30]=[CH:31][CH:32]=[CH:33][C:27]=3[S:26][C:25]=2[CH:24]=[CH:23][C:22]=1[CH:34]=O>>[CH:21]1[C:29]2[C:28]3[CH:30]=[CH:31][CH:32]=[CH:33][C:27]=3[S:26][C:25]=2[CH:24]=[CH:23][C:22]=1[CH2:34][N:1]1[CH:2]([C:11]2[C:12]([O:19][CH3:20])=[CH:13][CH:14]=[CH:15][C:16]=2[O:17][CH3:18])[CH2:3][CH:4]([CH3:10])[C:5]1=[O:7]. Procedure: Prepared according to the described general procedure 2 (GP2) by reaction of ethyl 4-amino-4-(2,6-dimethoxyphenyl)-2-methylbutanoate with synthesized dibenzo[b,d]thiophene-2-carbaldehyde. Subsequent purification by preparative HPLC afforded the target compound. LC-MS (conditions A): tR=0.99 min.; [M+H]+: 431.87 g/mol. Reactants: [Al+3], C1CCOC1, CC(=O)Nc1cccc(OC2CCN(C)CC2)n1, [H-], [H-], [H-], [H-], [Li+], [Na+], [OH-], O. The product is CCNc1cccc(OC2CCN(C)CC2)n1. As a reaction SMILES: [Al+3:2].[CH2:28]1[O:29][CH2:30][CH2:31][CH2:32]1.[CH3:7][N:8]1[CH2:9][CH2:10][CH:11]([O:14][c:15]2[cH:16][cH:17][cH:18][c:19]([NH:21][C:22]([CH3:23])=[O:24])[n:20]2)[CH2:12][CH2:13]1.[H-:1].[H-:4].[H-:5].[H-:6].[Li+:3].[Na+:26].[OH-:25].[OH2:27]>>[CH3:7][N:8]1[CH2:9][CH2:10][CH:11]([O:14][c:15]2[cH:16][cH:17][cH:18][c:19]([NH:21][CH2:22][CH3:23])[n:20]2)[CH2:12][CH2:13]1. Reaction SMILES: [N:1]([CH2:4][CH:5]([OH:22])[CH2:6][CH2:7][O:8][C:9]1[CH:14]=[CH:13][CH:12]=[C:11]([CH2:15][N:16]2[CH2:21][CH2:20][CH2:19][CH2:18][CH2:17]2)[CH:10]=1)=[N+]=[N-].[H-].[Al+3].[Li+].[H-].[H-].[H-]>O1CCCC1>[NH2:1][CH2:4][CH:5]([OH:22])[CH2:6][CH2:7][O:8][C:9]1[CH:14]=[CH:13][CH:12]=[C:11]([CH2:15][N:16]2[CH2:21][CH2:20][CH2:19][CH2:18][CH2:17]2)[CH:10]=1 |f:1.2.3.4.5.6|. Reactants: N(=[N+]=[N-])CC(CCOC1=CC(=CC=C1)CN1CCCCC1)O (1-azido-4[3-(1-piperidinylmethyl)phenoxy]-2-butanol), [H-].[Al+3].[Li+].[H-].[H-].[H-] (lithium aluminium hydride). Reaction conditions: time 1 hour. Reported procedure: A solution of 1-azido-4[3-(1-piperidinylmethyl)phenoxy]-2-butanol (10 g) in dry tetrahydrofuran (100 ml) was added dropwise to a stirred suspension of lithium aluminium hydride (4 g) in tetrahydrofuran (200 ml) under nitrogen. The resulting mixture was stirred at room temperature for 1 h and quenched with water (4 ml), followed by 15% sodium hydroxide (4 ml) and water (12 ml). The mixture was then filtered and the residue washed with tetrahydrofuran (50 ml). The combined filtrate was evaporated ... Solvent: O1CCCC1 (tetrahydrofuran), O1CCCC1 (tetrahydrofuran). The product is NCC(CCOC1=CC(=CC=C1)CN1CCCCC1)O (1-Amino-4-[3-(1-piperidinylmethyl)phenoxy]-2-butanol). The yield is 82.0%. Reactants: N1(N=NC2=C1C=CC=C2)C2=NC(=NC=C2)NC2CCC1(OCCO1)CC2 ((4-benzotriazol-1-yl-pyrimidin-2-yl)-(1,4-dioxa-spiro[4.5]dec-8-yl)-amine), C(=O)(O)[O-].[Na+] (NaHCO3), aqueous solution, Cl (HCl). Run in C1CCOC1 (THF). Reaction conditions: time 20 minute. Product: N1(N=NC2=C1C=CC=C2)C2=NC(=NC=C2)NC2CCC(CC2)=O (4-(4-benzotriazol-1-yl-pyrimidin-2-ylamino)-cyclohexanone). Yield: 70.0%. As a reaction SMILES: [N:1]1([C:10]2[CH:15]=[CH:14][N:13]=[C:12]([NH:16][CH:17]3[CH2:26][CH2:25][C:20]4(OCC[O:21]4)[CH2:19][CH2:18]3)[N:11]=2)[C:5]2[CH:6]=[CH:7][CH:8]=[CH:9][C:4]=2[N:3]=[N:2]1.Cl.C([O-])(O)=O.[Na+]>C1COCC1>[N:1]1([C:10]2[CH:15]=[CH:14][N:13]=[C:12]([NH:16][CH:17]3[CH2:18][CH2:19][C:20](=[O:21])[CH2:25][CH2:26]3)[N:11]=2)[C:5]2[CH:6]=[CH:7][CH:8]=[CH:9][C:4]=2[N:3]=[N:2]1 |f:2.3|. Reported procedure: To a suspension of (4-benzotriazol-1-yl-pyrimidin-2-yl)-(1,4-dioxa-spiro[4.5]dec-8-yl)-amine (prepared in a similar manner as described in Example 2) (1.53 g, 4 mmol) in 80 mL of THF was added 25 mL of a 3 M aqueous solution of HCl. The reaction mixture was stirred at RT for 20 minutes. The reaction was heated to reflux for 30 minutes. It was then cooled, and poured onto an aqueous NaHCO3 solution. The resulting mixture was extracted with EtOAc, dried over Na2SO4 and filtered. The solvent was ev... RXN SMILES: [Br:1][c:2]1[cH:3][cH:4][c:5]([CH2:6][c:7]2[nH:8][cH:9][c:10](-[c:12]3[cH:13][cH:14][c:15]([C:18]([F:19])([F:20])[F:21])[cH:16][cH:17]3)[n:11]2)[cH:22][cH:23]1.[F:24][c:25]1[cH:26][cH:27][c:28]([N+:31](=[O:32])[O-:33])[cH:29][cH:30]1>>[Br:1][c:2]1[cH:3][cH:4][c:5]([CH2:6][c:7]2[n:8](-[c:25]3[cH:26][cH:27][c:28]([N+:31](=[O:32])[O-:33])[cH:29][cH:30]3)[cH:9][c:10](-[c:12]3[cH:13][cH:14][c:15]([C:18]([F:19])([F:20])[F:21])[cH:16][cH:17]3)[n:11]2)[cH:22][cH:23]1. The product is O=[N+]([O-])c1ccc(-n2cc(-c3ccc(C(F)(F)F)cc3)nc2Cc2ccc(Br)cc2)cc1. Starting materials: FC(F)(F)c1ccc(-c2c[nH]c(Cc3ccc(Br)cc3)n2)cc1, O=[N+]([O-])c1ccc(F)cc1. Reactants: Cc1cc(OCc2ccc(F)cc2F)c(Br)c(=O)[nH]1, CCOC(=O)c1cnc(CBr)cn1, C1CCOC1, CC(=O)O, [H-], [Na+]. The product is CCOC(=O)c1cnc(C)cn1. As a reaction SMILES: [Br:1][c:2]1[c:3](=[O:4])[nH:5][c:6]([CH3:7])[cH:8][c:9]1[O:10][CH2:11][c:12]1[cH:13][cH:14][c:15]([F:16])[cH:17][c:18]1[F:19].[Br:20][CH2:21][c:22]1[n:23][cH:24][c:25]([C:28](=[O:29])[O:30][CH2:31][CH3:32])[n:26][cH:27]1.[CH2:39]1[O:40][CH2:41][CH2:42][CH2:43]1.[CH3:35][C:36](=[O:37])[OH:38].[H-:34].[Na+:33]>>[CH3:21][c:22]1[n:23][cH:24][c:25]([C:28](=[O:29])[O:30][CH2:31][CH3:32])[n:26][cH:27]1.